describe an organic reaction: reactants, conditions, products, and yield From a dataset of the Open Reaction Database (ORD), a public repository of structured organic reaction records. The reactants are CO, Cl, NC(CO)CO, Nc1nc(Cl)c2ncn(C3C=CC(CO)C3)c2n1, [Na+], [OH-]. The product is Nc1nc(NC(CO)CO)c2ncn(C3C=CC(CO)C3)c2n1. Reaction SMILES: [CH3:28][OH:29].[ClH:1].[NH2:2][CH:3]([CH2:4][OH:5])[CH2:6][OH:7].[NH2:8][c:9]1[n:10][c:11]([Cl:25])[c:12]2[n:13][cH:14][n:15]([CH:18]3[CH:19]=[CH:20][CH:21]([CH2:23][OH:24])[CH2:22]3)[c:16]2[n:17]1.[Na+:27].[OH-:26]>>[NH:2]([CH:3]([CH2:4][OH:5])[CH2:6][OH:7])[c:11]1[n:10][c:9]([NH2:8])[n:17][c:16]2[c:12]1[n:13][cH:14][n:15]2[CH:18]1[CH:19]=[CH:20][CH:21]([CH2:23][OH:24])[CH2:22]1.